describe an organic reaction: reactants, conditions, products, and yield From a dataset of the Open Reaction Database (ORD), a public repository of structured organic reaction records. Starting materials: CN, CON=C(C(=O)OC)c1ccccn1, O. Product: CNC(=O)C(=NOC)c1ccccn1. RXN SMILES: [CH3:15][NH2:16].[CH3:1][O:2][C:3]([C:4]([c:5]1[n:6][cH:7][cH:8][cH:9][cH:10]1)=[N:11][O:12][CH3:13])=[O:14].[OH2:17]>>[C:3]([C:4]([c:5]1[n:6][cH:7][cH:8][cH:9][cH:10]1)=[N:11][O:12][CH3:13])(=[O:14])[NH:16][CH3:15]. Reactants: COC(=O)C=1C=CC2=C(SC=C2C)C1 (3-methylbenzo[b]thiophene-6-carboxylic acid methyl ester), BrN1C(CCC1=O)=O (N-bromosuccinimide), N(=NC(C#N)(C)C)C(C#N)(C)C (azobisisobutyronitrile). The solvent is C(Cl)(Cl)(Cl)Cl (carbon tetrachloride). Product: COC(=O)C=1C=CC2=C(SC=C2CBr)C1 (3-bromomethylbenzo[b]thiophene-6-carboxylic acid methyl ester). The yield is 56.2%. As a reaction SMILES: [CH3:1][O:2][C:3]([C:5]1[CH:6]=[CH:7][C:8]2[C:12]([CH3:13])=[CH:11][S:10][C:9]=2[CH:14]=1)=[O:4].[Br:15]N1C(=O)CCC1=O.N(C(C)(C)C#N)=NC(C)(C)C#N>C(Cl)(Cl)(Cl)Cl>[CH3:1][O:2][C:3]([C:5]1[CH:6]=[CH:7][C:8]2[C:12]([CH2:13][Br:15])=[CH:11][S:10][C:9]=2[CH:14]=1)=[O:4]. Reported procedure: A mixture of 3-methylbenzo[b]thiophene-6-carboxylic acid methyl ester (1.03 g), N-bromosuccinimide (0.89 g), azobisisobutyronitrile (0.2 g) and carbon tetrachloride (25 ml) was heated under reflux for 2 hours and then cooled. The mixture was diluted with a few ml. of chloroform, washed with water, dried (Na2SO4) and evaporated to give a solid which was crystallized from ethyl acetate/petrol (b.p. 60°-80° C.) to give 3-bromomethylbenzo[b]thiophene-6-carboxylic acid methyl ester (0.80 g), m.p. 108... The reactants are BrC1=CC(=C(C=C1)[N+](=O)[O-])F (4-bromo-2-fluoro-nitro benzene), C(CCC)NCC(=O)O (N-n-butyl glycine), O (water). The solvent is [OH-].[Na+] (sodium hydroxide), C(C)O (ethanol). The product is BrC=1C=CC(=C(C1)N(CCCC)CC(=O)O)[N+](=O)[O-] ([(5-Bromo-2-nitro-phenyl)-n-butyl-amino]acetic acid). Yield: 22.1%. As a reaction SMILES: [Br:1][C:2]1[CH:7]=[CH:6][C:5]([N+:8]([O-:10])=[O:9])=[C:4](F)[CH:3]=1.[CH2:12]([NH:16][CH2:17][C:18]([OH:20])=[O:19])[CH2:13][CH2:14][CH3:15].O>C(O)C.[OH-].[Na+]>[Br:1][C:2]1[CH:7]=[CH:6][C:5]([N+:8]([O-:10])=[O:9])=[C:4]([N:16]([CH2:17][C:18]([OH:20])=[O:19])[CH2:12][CH2:13][CH2:14][CH3:15])[CH:3]=1 |f:4.5|. Procedure details: A mixture of 4-bromo-2-fluoro-nitro benzene (34 g, 0.15 mol), N-n-butyl glycine (20 g, 0.15 mol) in ethanol (600 ml), and water (150 ml) was heated to reflux for 6 hours. After cooling to room temperature, the mixture was diluted with 2N sodium hydroxide, extracted with CH2Cl2 and the pH was adjusted to 5 with 1N HCl. The mixture was extracted with CH2Cl2, the CH2Cl2 solution was dried (MgSO4) and evaporated to obtain the crude product (11 g, 22%) as a brown oil, which was used without further p...